Dataset: the Open Reaction Database (ORD), a public repository of structured organic reaction records. Task: describe an organic reaction: reactants, conditions, products, and yield Reactants: BrC1=NC=C(C=C1)C (2-Bromo-5-methylpyridine), Pd(dppf)2C12, CN(C)C=O (DMF). Reagents/catalysts: [C-]#N.[C-]#N.[Zn+2] (Zn(CN)2), [Zn] (zinc). The product is CC=1C=CC(=NC1)C#N (5-methyl-pyridine-2-carbonitrile). Yield: 57.6%. As a reaction SMILES: Br[C:2]1[CH:7]=[CH:6][C:5]([CH3:8])=[CH:4][N:3]=1.[CH3:9][N:10](C=O)C>[C-]#N.[C-]#N.[Zn+2].[Zn]>[CH3:8][C:5]1[CH:6]=[CH:7][C:2]([C:9]#[N:10])=[N:3][CH:4]=1 |f:2.3.4|. Procedure details: 2-Bromo-5-methylpyridine ((8.6 g, 50 mmol) was mixed with Zn(CN)2 (4.1 g, 35 mmol), Pd(dppf)2C12 (0.89 g, mmol) and zinc dust (0.14 g, mmol) in DMF (86 ml) at 155° C. for 15 minutes. The reaction mixture was cooled down to room temperature and quenched with water and ethyl acetate. The mixture was filtered through celite and the organic layer was separated and dried with sodium sulfate. The product was purified by column chromatography with 10˜25% ethyl acetate in hexanes to give 3.4 g of 5-meth... Starting materials: CCOC(C)=O, CC(C)(C)OC(=O)NS(C)(=O)=O, CCOC(C)=O, CCCCCC, O=S(=O)(c1ccc(Cl)cc1)C(CCO)c1cc(F)ccc1F, ClCCl, CC(C)OC(=O)N=NC(=O)OC(C)C, C1CCOC1, O=C(O)C(F)(F)F, c1ccc(P(c2ccccc2)c2ccccc2)cc1. Yields the product CS(=O)(=O)NCCC(c1cc(F)ccc1F)S(=O)(=O)c1ccc(Cl)cc1. RXN SMILES: [C:95]([O:96][CH2:97][CH3:98])(=[O:99])[CH3:100].[CH3:23][S:24](=[O:25])(=[O:26])[NH:27][C:28](=[O:29])[O:30][C:31]([CH3:32])([CH3:33])[CH3:34].[CH3:80][CH2:81][O:82][C:83](=[O:84])[CH3:85].[CH3:89][CH2:90][CH2:91][CH2:92][CH2:93][CH3:94].[Cl:1][c:2]1[cH:3][cH:4][c:5]([S:8](=[O:9])(=[O:10])[CH:11]([CH2:12][CH2:13][OH:14])[c:15]2[c:16]([F:22])[cH:17][cH:18][c:19]([F:21])[cH:20]2)[cH:6][cH:7]1.[Cl:86][CH2:87][Cl:88].[O:54]=[C:55]([O:56][CH:57]([CH3:58])[CH3:59])[N:60]=[N:61][C:62]([O:63][CH:64]([CH3:65])[CH3:66])=[O:67].[O:75]1[CH2:76][CH2:77][CH2:78][CH2:79]1.[OH:68][C:69]([C:70]([F:71])([F:72])[F:73])=[O:74].[c:35]1([P:36]([c:37]2[cH:38][cH:39][cH:40][cH:41][cH:42]2)[c:43]2[cH:44][cH:45][cH:46][cH:47][cH:48]2)[cH:49][cH:50][cH:51][cH:52][cH:53]1>>[Cl:1][c:2]1[cH:3][cH:4][c:5]([S:8](=[O:9])(=[O:10])[CH:11]([CH2:12][CH2:13][NH:27][S:24]([CH3:23])(=[O:25])=[O:26])[c:15]2[c:16]([F:22])[cH:17][cH:18][c:19]([F:21])[cH:20]2)[cH:6][cH:7]1. Reactants: C(C)OC(C1=C(C=CC(=C1)Br)OC(F)(F)F)=O (ethyl-5-bromo-2-(trifluoromethoxy)benzoate), CN (methylamine), FC(C1=NN=C2N1C=C(C=C2)B(O)O)(F)F (3-(trifluoromethyl)-[1,2,4]triazolo[4,3-a]pyridin-6-ylboronic acid). Yields the product CNC(C1=C(C=CC(=C1)C=1C=CC=2N(C1)C(=NN2)C(F)(F)F)OC(F)(F)F)=O (N-methyl-2-(trifluoromethoxy)-5-[3-(trifluoromethyl)[1,2,4]triazolo[4,3-a]pyridin-6-yl]benzamide). As a reaction SMILES: C(O[C:4](=[O:17])[C:5]1[CH:10]=[C:9](Br)[CH:8]=[CH:7][C:6]=1[O:12][C:13]([F:16])([F:15])[F:14])C.[CH3:18][NH2:19].[F:20][C:21]([F:35])([F:34])[C:22]1[N:26]2[CH:27]=[C:28](B(O)O)[CH:29]=[CH:30][C:25]2=[N:24][N:23]=1>>[CH3:18][NH:19][C:4](=[O:17])[C:5]1[CH:10]=[C:9]([C:28]2[CH:29]=[CH:30][C:25]3[N:26]([C:22]([C:21]([F:35])([F:34])[F:20])=[N:23][N:24]=3)[CH:27]=2)[CH:8]=[CH:7][C:6]=1[O:12][C:13]([F:14])([F:15])[F:16]. Procedure details: In a heavy-wall pressure tube was added ethyl-5-bromo-2-(trifluoromethoxy)benzoate (0.3 mL) and methylamine (1.5 mL). The mixture was heated at 60 C for 2 hours. The reaction mixture was concentrated to afford A which was coupled to with 3-(trifluoromethyl)-[1,2,4]triazolo[4,3-a]pyridin-6-ylboronic acid using methods disclosed above to give to give N-methyl-2-(trifluoromethoxy)-5-[3-(trifluoromethyl)[1,2,4]triazolo[4,3-a]pyridin-6-yl]benzamide. Reactants: C(CCC)(=O)C1=C(C=C(C=C1C)C)O (2-butyryl-3,5-dimethyl-phenol), [H][H] (hydrogen). Reagents/catalysts: [Pt]=O (platinum oxide), Cl(=O)(=O)(=O)O (perchloric acid). The solvent is C(C)(=O)O (acetic acid). Product: C(CCC)C1=C(C=C(C=C1C)C)O (2-butyl-3,5-dimethylphenol). Reaction SMILES: [C:1]([C:6]1[C:11]([CH3:12])=[CH:10][C:9]([CH3:13])=[CH:8][C:7]=1[OH:14])(=O)[CH2:2][CH2:3][CH3:4].[H][H]>Cl(O)(=O)(=O)=O.[Pt]=O.C(O)(=O)C>[CH2:1]([C:6]1[C:11]([CH3:12])=[CH:10][C:9]([CH3:13])=[CH:8][C:7]=1[OH:14])[CH2:2][CH2:3][CH3:4]. Reported procedure: 10 g. of 2-butyryl-3,5-dimethyl-phenol are dissolved in 100 ml. of glacial acetic acid. After the addition of 3 drops of perchloric acid, the solution is hydrogenated under normal conditions in the presence of 0.5 g. of platinum oxide. After the uptake of 3.0 l. of hydrogen, the hydrogenation is stopped. The catalyst is filtered off. The filtrate is extracted with ether. The ether extract is washed with water to neutral reaction, dried over sodium sulfate and evaporated. There is obtained 2-buty... Yields the product COC(CC1=CC=C(C=C1)O)=O (Methyl(4-Hydroxyphenyl)acetate). RXN SMILES: [OH:1][C:2]1[CH:7]=[CH:6][C:5]([CH2:8][C:9]([OH:11])=[O:10])=[CH:4][CH:3]=1.[CH3:12]O>S(=O)(=O)(O)O>[CH3:12][O:10][C:9](=[O:11])[CH2:8][C:5]1[CH:4]=[CH:3][C:2]([OH:1])=[CH:7][CH:6]=1. Procedure: A solution of 15 gm (0.1 mole) of 4-hyroxyphenylacetic acid in 500 mL methanol and 2 mL concentrated sulfuric acid was placed in a Soxhlet extractor charged with 3A molecular sieves. The solution was heated to reflux for 72 hours, and the sieves were exchanged at 24-hour intervals. The reaction medium was then evaporated to an oil which was dissolved in 100 mL toluene and extracted with 3×100 mL water. The toluene phase was dried over magnesium sulfate, treated with activated charcoal and evapor... The solvent is S(O)(O)(=O)=O (sulfuric acid). Starting materials: OC1=CC=C(C=C1)CC(=O)O (4-hyroxyphenylacetic acid), 3A, CO (methanol). The yield is 80.0%. Reactants: ClC1=CC=C(COC2=CC(NC=C2)=O)C=C1 (4-(4-chlorobenzyloxy)pyridin-2(1H)-one), BrC=1C=CC=2C3=C(N(C2C1)C)CCN(CC3)C(=O)OC(C)(C)C (tert-butyl 8-bromo-6-methyl-1,2,4,5-tetrahydroazepino[4,5-b]indole-3(6H) carboxylate), OC=1C=CC=C2C=CC=NC12 (8-hydroxyquinoline), C(=O)([O-])[O-].[Cs+].[Cs+] (Cs2CO3). Reagents/catalysts: [Cu]I (CuI). Solvent: CS(=O)C (DMSO). Run at temperature 135 celsius, time 5 minute. The product is Cl.ClC1=CC=C(COC2=CC(N(C=C2)C=2C=CC=3C4=C(N(C3C2)C)CCNCC4)=O)C=C1 (4-(4-Chlorobenzyloxy)-1-(6-methyl-1,2,3,4,5,6-hexahydroazepino[4,5-b]indol-8-yl)pyridin-2(1H)-one hydrochloride). The yield is 45.9%. As a reaction SMILES: [Cl:1][C:2]1[CH:16]=[CH:15][C:5]([CH2:6][O:7][C:8]2[CH:13]=[CH:12][NH:11][C:10](=[O:14])[CH:9]=2)=[CH:4][CH:3]=1.Br[C:18]1[CH:19]=[CH:20][C:21]2[C:22]3[CH2:32][CH2:31][N:30](C(OC(C)(C)C)=O)[CH2:29][CH2:28][C:23]=3[N:24]([CH3:27])[C:25]=2[CH:26]=1.OC1C=CC=C2C=1N=CC=C2.C([O-])([O-])=O.[Cs+].[Cs+]>CS(C)=O.[Cu]I>[ClH:1].[Cl:1][C:2]1[CH:16]=[CH:15][C:5]([CH2:6][O:7][C:8]2[CH:13]=[CH:12][N:11]([C:18]3[CH:19]=[CH:20][C:21]4[C:22]5[CH2:32][CH2:31][NH:30][CH2:29][CH2:28][C:23]=5[N:24]([CH3:27])[C:25]=4[CH:26]=3)[C:10](=[O:14])[CH:9]=2)=[CH:4][CH:3]=1 |f:3.4.5,8.9|. Reported procedure: A suspension of 4-(4-chlorobenzyloxy)pyridin-2(1H)-one (91.0 mg, 0.38 mmol), tert-butyl 8-bromo-6-methyl-1,2,4,5-tetrahydroazepino[4,5-b]indole-3(6H) carboxylate (160 mg, 0.42 mmol), 8-hydroxyquinoline (11 mg, 0.072 mmol) and Cs2CO3 (137 mg, 0.42 mmol) in DMSO (10.0 mL) was degassed under reduced pressure for 40 min. CuI (87 mg, 0.46 mmol) was added to the above solution, and the reaction mixture was degassed under reduced pressure for 2×5 min. The reaction mixture was heated at 135° C. under ni... The reactants are ClCCl, Clc1ccc2c(Cl)ccnc2c1, NCCCCCCN, O. Product: NCCCCCCc1ccnc2cc(Cl)ccc12. As a reaction SMILES: [CH2:22]([Cl:23])[Cl:24].[Cl:9][c:10]1[cH:11][cH:12][n:13][c:14]2[cH:15][c:16]([Cl:20])[cH:17][cH:18][c:19]12.[NH2:1][CH2:2][CH2:3][CH2:4][CH2:5][CH2:6][CH2:7][NH2:8].[OH2:21]>>[NH2:1][CH2:2][CH2:3][CH2:4][CH2:5][CH2:6][CH2:7][c:10]1[cH:11][cH:12][n:13][c:14]2[cH:15][c:16]([Cl:20])[cH:17][cH:18][c:19]12.